Dataset: the Open Reaction Database (ORD), a public repository of structured organic reaction records. Task: describe an organic reaction: reactants, conditions, products, and yield Reactants: N#Cc1ccc(CN2CCNCC2)cc1, CCO, Cc1cc(Cl)nn2c(C(F)(F)F)nnc12. Yields the product Cc1cc(N2CCN(Cc3ccc(C#N)cc3)CC2)nn2c(C(F)(F)F)nnc12. Reaction SMILES: [C:1](#[N:2])[c:3]1[cH:4][cH:5][c:6]([CH2:7][N:8]2[CH2:9][CH2:10][NH:11][CH2:12][CH2:13]2)[cH:14][cH:15]1.[CH3:31][CH2:32][OH:33].[Cl:16][c:17]1[cH:18][c:19]([CH3:30])[c:20]2[n:21]([n:22]1)[c:23]([C:26]([F:27])([F:28])[F:29])[n:24][n:25]2>>[C:1](#[N:2])[c:3]1[cH:4][cH:5][c:6]([CH2:7][N:8]2[CH2:9][CH2:10][N:11]([c:17]3[cH:18][c:19]([CH3:30])[c:20]4[n:21]([n:22]3)[c:23]([C:26]([F:27])([F:28])[F:29])[n:24][n:25]4)[CH2:12][CH2:13]2)[cH:14][cH:15]1. Starting materials: O=C(Br)CBr, CCOCC, ClCCl, O=C([O-])C(F)(F)F, NC1C(=O)N2C(C(=O)O)=C(C=C3CCN(Cc4cc[n+](CC(=O)Nc5ccc(O)c(F)c5)cc4)C3=O)CSC12, O. Yields the product O=C(C[n+]1ccc(CN2CCC(=CC3=C(C(=O)[O-])N4C(=O)C(NC(=O)CBr)C4SC3)C2=O)cc1)Nc1ccc(O)c(F)c1. RXN SMILES: [Br:47][CH2:48][C:49](=[O:50])[Br:51].[CH3:53][CH2:54][O:55][CH2:56][CH3:57].[Cl:58][CH2:59][Cl:60].[F:1][C:2]([F:3])([F:4])[C:5]([O-:6])=[O:7].[NH2:8][CH:9]1[CH:10]2[S:11][CH2:12][C:13]([CH:21]=[C:22]3[C:23](=[O:46])[N:24]([CH2:27][c:28]4[cH:29][cH:30][n+:31]([CH2:34][C:35]([NH:36][c:37]5[cH:38][c:39]([F:44])[c:40]([OH:43])[cH:41][cH:42]5)=[O:45])[cH:32][cH:33]4)[CH2:25][CH2:26]3)=[C:14]([C:18](=[O:19])[OH:20])[N:15]2[C:16]1=[O:17].[OH2:52]>>[NH:8]([CH:9]1[CH:10]2[S:11][CH2:12][C:13]([CH:21]=[C:22]3[C:23](=[O:46])[N:24]([CH2:27][c:28]4[cH:29][cH:30][n+:31]([CH2:34][C:35]([NH:36][c:37]5[cH:38][c:39]([F:44])[c:40]([OH:43])[cH:41][cH:42]5)=[O:45])[cH:32][cH:33]4)[CH2:25][CH2:26]3)=[C:14]([C:18](=[O:19])[O-:20])[N:15]2[C:16]1=[O:17])[C:49]([CH2:48][Br:47])=[O:50]. Starting materials: NNC(=S)N (Thiosemicarbazide), O=C(CNC(=O)C1CCCCC1)C1=CC=CC=C1 (cyclohexane carboxylic acid (2-oxo-2-phenyl-ethyl)-amide), Cl (HCl), O (water). Run in CO (methanol). The product is NC(=S)NN=C(CNC(=O)C1CCCCC1)C1=CC=CC=C1 (N-[2-[(Aminothioxomethyl)hydrazono]-2-phenylethyl]cyclohexanecarboxamide). Yield: 105.1%. As a reaction SMILES: [NH2:1][NH:2][C:3]([NH2:5])=[S:4].O=[C:7]([C:18]1[CH:23]=[CH:22][CH:21]=[CH:20][CH:19]=1)[CH2:8][NH:9][C:10]([CH:12]1[CH2:17][CH2:16][CH2:15][CH2:14][CH2:13]1)=[O:11].Cl.O>CO>[NH2:5][C:3]([NH:2][N:1]=[C:7]([C:18]1[CH:23]=[CH:22][CH:21]=[CH:20][CH:19]=1)[CH2:8][NH:9][C:10]([CH:12]1[CH2:17][CH2:16][CH2:15][CH2:14][CH2:13]1)=[O:11])=[S:4]. Procedure details: Thiosemicarbazide (2.23 g, 24.5 mmol) was added to a solution of cyclohexane carboxylic acid (2-oxo-2-phenyl-ethyl)-amide (6.0 g, 24.5 mmol), prepared in the previous step, in 87 ml of methanol plus 6.75 ml of 1N HCl plus 6.25 ml of water and the reaction stirred at room temperature for 4 days. The solvent was removed under reduced pressure to give 8.2 g of a green oil which was chromatographed on 400 g of silica gel (230-400 mesh) using ethyl acetate-methylene chloride as the eluent. The materi... RXN SMILES: Cl.[Cl:2][C:3]1[CH:20]=[CH:19][C:6]([CH2:7][N:8]([C:10]2[CH:15]=[CH:14][C:13]([CH:16]([CH3:18])[CH3:17])=[CH:12][CH:11]=2)N)=[CH:5][CH:4]=1.[CH3:21][C:22]([CH3:33])([CH2:27][C:28](=O)[CH2:29][S:30][CH3:31])[C:23]([O:25]C)=[O:24]>>[Cl:2][C:3]1[CH:20]=[CH:19][C:6]([CH2:7][N:8]2[C:10]3[C:15](=[CH:14][C:13]([CH:16]([CH3:18])[CH3:17])=[CH:12][CH:11]=3)[C:29]([S:30][CH3:31])=[C:28]2[CH2:27][C:22]([CH3:33])([CH3:21])[C:23]([OH:25])=[O:24])=[CH:5][CH:4]=1 |f:0.1|. The reactants are Cl.ClC1=CC=C(CN(N)C2=CC=C(C=C2)C(C)C)C=C1 (1-(p-chlorobenzyl)-1-[4-(i-propyl)phenyl]hydrazine hydrochloride), CC(C(=O)OC)(CC(CSC)=O)C (methyl 2,2-dimethyl-5-methylthio-4-oxopentanoate). Yields the product ClC1=CC=C(CN2C(=C(C3=CC(=CC=C23)C(C)C)SC)CC(C(=O)O)(C)C)C=C1 (1(p-Chlorobenzyl)-α,α-dimethyl-3-methylthio-5-(iso-propyl)-indole-2-propanoic acid). Reported procedure: Following the procedure of Example 10, but using 1-(p-chlorobenzyl)-1-[4-(i-propyl)phenyl]hydrazine hydrochloride and methyl 2,2-dimethyl-5-methylthio-4-oxopentanoate as starting materials and hydrolysis at reflux, the title compound was prepared, mp 143°-144°. Starting materials: C(C)C(C(=O)O)(CC1=CC=CC=C1)C (α-ethyl-α-methyl-dihydrocinnamic acid), polyphosphoric acid. The solvent is O (water). Product: C(C)C1(C(C2=CC=CC=C2C1)=O)C (2-ethyl-2-methyl-1-indanone). RXN SMILES: [CH2:1]([C:3]([CH3:14])([CH2:7][C:8]1[CH:13]=[CH:12][CH:11]=[CH:10][CH:9]=1)[C:4]([OH:6])=O)[CH3:2]>O>[CH2:1]([C:3]1([CH3:14])[CH2:7][C:8]2[C:13](=[CH:12][CH:11]=[CH:10][CH:9]=2)[C:4]1=[O:6])[CH3:2]. Procedure: 69 g of α-ethyl-α-methyl-dihydrocinnamic acid are added dropwise at 150°, within 5 minutes, to 700 g of polyphosphoric acid, while stirring. The reaction mixture is stirred at 160° for a further 10 minutes, is cooled to 100° and 100 cc of water are added dropwise. The reaction mixture is then poured on ice, extracted with ether, the ether extract is washed with water and dried over sodium sulphate. The 2-ethyl-2-methyl-1-indanone, obtained after evaporating the solvent, is purified by distillati... Starting materials: C1CCOC1, [Na+], [OH-], ON=CC(=C(Cl)c1ccc(Br)cc1)c1ccccc1. Yields the product N#CC(=C(Cl)c1ccc(Br)cc1)c1ccccc1. RXN SMILES: [CH2:22]1[O:23][CH2:24][CH2:25][CH2:26]1.[Na+:21].[OH-:20].[c:1]1([C:7]([CH:8]=[N:9][OH:10])=[C:11]([Cl:12])[c:13]2[cH:14][cH:15][c:16]([Br:19])[cH:17][cH:18]2)[cH:2][cH:3][cH:4][cH:5][cH:6]1>>[c:1]1([C:7]([C:8]#[N:9])=[C:11]([Cl:12])[c:13]2[cH:14][cH:15][c:16]([Br:19])[cH:17][cH:18]2)[cH:2][cH:3][cH:4][cH:5][cH:6]1. Starting materials: C, CO, Cc1ccc(-c2c(CNC(=O)OC(C)(C)C)c(CC(C)C)nc3ccc(C=CC(N)=O)cc23)cc1, C1CCOC1, [Pd]. The product is Cc1ccc(-c2c(CNC(=O)OC(C)(C)C)c(CC(C)C)nc3ccc(CCC(N)=O)cc23)cc1. RXN SMILES: [C:43].[CH3:36][OH:37].[NH2:1][C:2]([CH:3]=[CH:4][c:5]1[cH:6][c:7]2[c:8](-[c:28]3[cH:29][cH:30][c:31]([CH3:34])[cH:32][cH:33]3)[c:9]([CH2:19][NH:20][C:21]([O:22][C:23]([CH3:24])([CH3:25])[CH3:26])=[O:27])[c:10]([CH2:15][CH:16]([CH3:17])[CH3:18])[n:11][c:12]2[cH:13][cH:14]1)=[O:35].[O:38]1[CH2:39][CH2:40][CH2:41][CH2:42]1.[Pd:44]>>[NH2:1][C:2]([CH2:3][CH2:4][c:5]1[cH:6][c:7]2[c:8](-[c:28]3[cH:29][cH:30][c:31]([CH3:34])[cH:32][cH:33]3)[c:9]([CH2:19][NH:20][C:21]([O:22][C:23]([CH3:24])([CH3:25])[CH3:26])=[O:27])[c:10]([CH2:15][CH:16]([CH3:17])[CH3:18])[n:11][c:12]2[cH:13][cH:14]1)=[O:35].